From a dataset of the Open Reaction Database (ORD), a public repository of structured organic reaction records. describe an organic reaction: reactants, conditions, products, and yield Reactants: [Fe], COc1ccc(Nc2c(C#N)cnc3c(OC)cc([N+](=O)[O-])cc23)cc1O. As a reaction SMILES: [Fe:28].[OH:1][c:2]1[cH:3][c:4]([NH:10][c:11]2[c:12]([C:26]#[N:27])[cH:13][n:14][c:15]3[c:16]([O:24][CH3:25])[cH:17][c:18]([N+:21]([O-:22])=[O:23])[cH:19][c:20]23)[cH:5][cH:6][c:7]1[O:8][CH3:9]>>[OH:1][c:2]1[cH:3][c:4]([NH:10][c:11]2[c:12]([C:26]#[N:27])[cH:13][n:14][c:15]3[c:16]([O:24][CH3:25])[cH:17][c:18]([NH2:21])[cH:19][c:20]23)[cH:5][cH:6][c:7]1[O:8][CH3:9]. Product: COc1ccc(Nc2c(C#N)cnc3c(OC)cc(N)cc23)cc1O. Reactants: NC1=C(C=C(C=C1)N1CCN(CCC1)C(=O)OC(C)(C)C)NS(=O)(=O)C1=CC=CC=C1 (N-{2-amino-5-(4-t-butyloxycarbonyl-1,4-diazepan-1-yl)-phenyl}benzenesulfonamide), S(=O)(=O)(C1=CC=CC=2C(N(C)C)=CC=CC12)Cl (dansylchloride). The product is Cl.N1(CCNCCC1)C1=CC(=C(C=C1)NS(=O)(=O)C1=CC=CC2=C(C=CC=C12)N(C)C)NS(=O)(=O)C1=CC=CC=C1 (N-{4-(1,4-diazepan-1-yl)-2-[(phenylsulfonyl)amino]phenyl}-5-(dimethylamino)-1-naphthalenesulfonamide hydrochloride). As a reaction SMILES: [NH2:1][C:2]1[CH:7]=[CH:6][C:5]([N:8]2[CH2:14][CH2:13][CH2:12][N:11](C(OC(C)(C)C)=O)[CH2:10][CH2:9]2)=[CH:4][C:3]=1[NH:22][S:23]([C:26]1[CH:31]=[CH:30][CH:29]=[CH:28][CH:27]=1)(=[O:25])=[O:24].[S:32]([Cl:48])([C:35]1[C:47]2[CH:46]=[CH:45][CH:44]=[C:40]([N:41]([CH3:43])[CH3:42])[C:39]=2[CH:38]=[CH:37][CH:36]=1)(=[O:34])=[O:33]>>[ClH:48].[N:8]1([C:5]2[CH:6]=[CH:7][C:2]([NH:1][S:32]([C:35]3[C:47]4[C:39](=[C:40]([N:41]([CH3:43])[CH3:42])[CH:44]=[CH:45][CH:46]=4)[CH:38]=[CH:37][CH:36]=3)(=[O:34])=[O:33])=[C:3]([NH:22][S:23]([C:26]3[CH:27]=[CH:28][CH:29]=[CH:30][CH:31]=3)(=[O:24])=[O:25])[CH:4]=2)[CH2:14][CH2:13][CH2:12][NH:11][CH2:10][CH2:9]1 |f:2.3|. Reported procedure: The compound was synthesized from of N-{2-amino-5-(4-t-butyloxycarbonyl-1,4-diazepan-1-yl)-phenyl}benzenesulfonamide and dansylchloride (73 mg, 0.27 mmol) to give 51 mg AS purple solid. M+1 580.3 Calcd 580.20. 1HNMR δ 8.86 (d, 1H), 8.62 (d, 1H), 8.08-7.46 (m, 9H), 6.64 (d, 1H), 6.32 (dd, 1H), 6.14 (d, 1H), 3.53 (app t, 2H), 3.45 (s, 6H), 3.16-3.06 (m, 4H), 2.03-1.95 (m, 2H). The reactants are CC(C)(C)OC(=O)N1CCC(N)C1, CC(C)(C)OC(=O)N1CCC(n2cnnc2)C1. The product is CC(C)(C)OC(=O)N1CCC(Cn2cnnc2)C1. As a reaction SMILES: [NH2:18][CH:19]1[CH2:20][CH2:21][N:22]([C:23]([O:24][C:25]([CH3:26])([CH3:27])[CH3:28])=[O:29])[CH2:30]1.[n:1]1[n:2][cH:3][n:4]([CH:6]2[CH2:7][N:8]([C:11](=[O:12])[O:13][C:14]([CH3:15])([CH3:16])[CH3:17])[CH2:9][CH2:10]2)[cH:5]1>>[n:1]1[n:2][cH:3][n:4]([CH2:6][CH:10]2[CH2:9][N:8]([C:11](=[O:12])[O:13][C:14]([CH3:15])([CH3:16])[CH3:17])[CH2:7][CH2:19]2)[cH:5]1. The reactants are C1(=CC=CC=C1)P(C1=CC=CC=C1)C1=CC=CC=C1 (Triphenylphosphine), O1CCOCC1 (dioxane), N1=CC(=CC=C1)B(O)O (3-Pyridylboronic acid), C(C)O (Ethanol), BrC1=CC=C2C=NC(=NN21)S(=O)C (7-Bromo-2-methanesulfinyl-pyrrolo[2,1-f][1,2,4]triazine), C([O-])([O-])=O.[Na+].[Na+] (Sodium carbonate), O (water). The reagents and catalysts are C(C)(=O)[O-].[Pd+2].C(C)(=O)[O-] (Palladium Acetate). Solvent: CN(C)C=O (DMF). Reaction conditions: time 10 minute. The product is CS(=O)C1=NN2C(C=N1)=CC=C2C=2C=NC=CC2 (2-Methanesulfinyl-7-pyridin-3-yl-pyrrolo[2,1-f][1,2,4]triazine). The yield is 64.0%. RXN SMILES: C1(P(C2C=CC=CC=2)C2C=CC=CC=2)C=CC=CC=1.O1CCOCC1.Br[C:27]1[N:35]2[C:30]([CH:31]=[N:32][C:33]([S:36]([CH3:38])=[O:37])=[N:34]2)=[CH:29][CH:28]=1.[N:39]1[CH:44]=[CH:43][CH:42]=[C:41](B(O)O)[CH:40]=1.C(=O)([O-])[O-].[Na+].[Na+].O.C(O)C>C([O-])(=O)C.[Pd+2].C([O-])(=O)C.CN(C=O)C>[CH3:38][S:36]([C:33]1[N:32]=[CH:31][C:30]2=[CH:29][CH:28]=[C:27]([C:41]3[CH:40]=[N:39][CH:44]=[CH:43][CH:42]=3)[N:35]2[N:34]=1)=[O:37] |f:4.5.6,9.10.11|. Procedure details: Into a round bottom flask, Palladium Acetate (0.052 g, 0.00023 mol) and Triphenylphosphine (0.076 g, 0.00029 mol) were dissolved in dioxane (3.5 mL, 0.043 mol) and the mixture was allowed to stir at room temperature for 10 minutes. DMF (5 mL), 7-Bromo-2-methanesulfinyl-pyrrolo[2,1-f][1,2,4]triazine (0.300 g, 0.00115 mol) was then added and the reaction was again allowed to stir for 10 minutes. [B] 3-Pyridylboronic acid (0.284 g, 0.00231 mol) was added followed by 0.9 M of Sodium carbonate in wat... Reactants: C29H37Cl2N5O2, ClC1=C(C(=O)O)C=CC(=C1)C(=O)NC(C)C1=NC2=C(N1)C=CC(=C2)Cl (rac.-2-chloro-4-{N-[1-(5-chloro-1H-benzimidazol-2-yl)ethyl]aminocarbonyl}benzoic acid), C(CCC)N(CC)CC1NCCCC1 (rac.-2-(N-butyl-N-ethylaminomethyl)piperidine), C(C)(C)N(CC)C(C)C (diisopropylethylamine), ClCl (chlorine). Run in CS(=O)C (DMSO). Product: C(CCC)N(CC)CC1N(CCCC1)C(=O)C1=C(C=C(C(=O)NC(C)C2=NC3=C(N2)C=CC(=C3)Cl)C=C1)Cl (4-[2-(N-butyl-N-ethylaminomethyl)piperidin-1-ylcarbonyl]-3-chloro-N-[1-(5-chloro-1H-benzimidazol-2-yl)ethyl]benzamide). As a reaction SMILES: [Cl:1][C:2]1[CH:10]=[C:9]([C:11]([NH:13][CH:14]([C:16]2[NH:20][C:19]3[CH:21]=[CH:22][C:23]([Cl:25])=[CH:24][C:18]=3[N:17]=2)[CH3:15])=[O:12])[CH:8]=[CH:7][C:3]=1[C:4]([OH:6])=O.[CH2:26]([N:30]([CH2:33][CH:34]1[CH2:39][CH2:38][CH2:37][CH2:36][NH:35]1)[CH2:31][CH3:32])[CH2:27][CH2:28][CH3:29].C(N(C(C)C)CC)(C)C.ClCl>CS(C)=O>[CH2:26]([N:30]([CH2:33][CH:34]1[CH2:39][CH2:38][CH2:37][CH2:36][N:35]1[C:4]([C:3]1[CH:7]=[CH:8][C:9]([C:11]([NH:13][CH:14]([C:16]2[NH:20][C:19]3[CH:21]=[CH:22][C:23]([Cl:25])=[CH:24][C:18]=3[N:17]=2)[CH3:15])=[O:12])=[CH:10][C:2]=1[Cl:1])=[O:6])[CH2:31][CH3:32])[CH2:27][CH2:28][CH3:29]. Procedure: Prepared analogously to Example 1d from rac.-2-chloro-4-{N-[1-(5-chloro-1H-benzimidazol-2-yl)ethyl]aminocarbonyl}benzoic acid, rac.-2-(N-butyl-N-ethylaminomethyl)piperidine, PFTU, and diisopropylethylamine in DMSO at ambient temperature. HPLC-MS results: retention time: 4.23 minutes; C29H37Cl2N5O2 (558.55); mass spectrum: (M−H)−=558/560 (chlorine isotope). The reactants are N(=[N+]=[N-])[C@@H]1[C@@H](CN(CC1)CCN1C(C=CC2=C(C=C(C=C12)F)F)=O)O (Cis(±)1-{2-[4-azido-3-hydroxypiperidin-1-yl]ethyl}-5,7-difluoroquinolin-2(1H)-one), N(=[N+]=[N-])[C@@H]1[C@@H](CN(CC1)CCN1C(C=CC2=C(C=C(C=C12)F)F)=O)O (Cis(±)1-{2-[4-azido-3-hydroxypiperidin-1-yl]ethyl}-5,7-difluoroquinolin-2(1H)-one), N[C@H]1[C@H](CN(CC1)CCN1C(C=CC2=C(C=C(C=C12)F)F)=O)C(=O)OC (Methyl (3S,4R)-4-amino-1-[2-(5,7-difluoro-2-oxoquinolin-1(2H)-yl)ethyl]piperidine-3-carboxylate). The product is N[C@@H]1[C@@H](CN(CC1)CCN1C(C=CC2=C(C=C(C=C12)F)F)=O)O (Cis(±)1-{2-[4-amino-3-hydroxypiperidin-1-yl]ethyl}-5,7-difluoroquinolin-2(1H)-one). Reaction SMILES: [N:1]([C@H:4]1[CH2:9][CH2:8][N:7]([CH2:10][CH2:11][N:12]2[C:21]3[C:16](=[C:17]([F:23])[CH:18]=[C:19]([F:22])[CH:20]=3)[CH:15]=[CH:14][C:13]2=[O:24])[CH2:6][C@H:5]1[OH:25])=[N+]=[N-].N[C@@H]1CCN(CCN2C3C(=C(F)C=C(F)C=3)C=CC2=O)C[C@@H]1C(OC)=O>>[NH2:1][C@H:4]1[CH2:9][CH2:8][N:7]([CH2:10][CH2:11][N:12]2[C:21]3[C:16](=[C:17]([F:23])[CH:18]=[C:19]([F:22])[CH:20]=3)[CH:15]=[CH:14][C:13]2=[O:24])[CH2:6][C@H:5]1[OH:25]. Procedure details: Cis(±)1-{2-[4-azido-3-hydroxypiperidin-1-yl]ethyl}-5,7-difluoroquinolin-2(1H)-one (Intermediate 43) (190 mg, 0.54 mmol) was hydrogenated as described for Intermediate 34, for 3 hours, to give the product as a colorless oil, 175 mg (quantitative).